This data is from the Open Reaction Database (ORD), a public repository of structured organic reaction records. The task is: describe an organic reaction: reactants, conditions, products, and yield Procedure details: A mixture of 3'-chloro-4-methoxybiphenyl (2.00 g), acetic acid (25 ml) and concentrated hydrobromic acid (25 ml) was heated at reflux for 6 hours. After cooling the reaction was added to water (200 ml) and the solution extracted with ether (300 ml). The ethereal solution was washed with saturated aqueous sodium hydrogencarbonate solution (2×150 ml), dried over anhydrous magnesium sulfate, filtered and concentrated under reduced pressure. The residue was purified by column chromatography over sil... Run in O (water). Product: ClC=1C=C(C=CC1)C1=CC=C(C=C1)O (3'-Chlorobiphenyl-4-ol). The yield is 76.9%. Reactants: ClC=1C=C(C=CC1)C1=CC=C(C=C1)OC (3'-chloro-4-methoxybiphenyl), C(C)(=O)O (acetic acid), Br (hydrobromic acid). As a reaction SMILES: [Cl:1][C:2]1[CH:3]=[C:4]([C:8]2[CH:13]=[CH:12][C:11]([O:14]C)=[CH:10][CH:9]=2)[CH:5]=[CH:6][CH:7]=1.C(O)(=O)C.Br>O>[Cl:1][C:2]1[CH:3]=[C:4]([C:8]2[CH:13]=[CH:12][C:11]([OH:14])=[CH:10][CH:9]=2)[CH:5]=[CH:6][CH:7]=1.